The task is: describe an organic reaction: reactants, conditions, products, and yield. This data is from the Open Reaction Database (ORD), a public repository of structured organic reaction records. Product: O=S(=O)(Cc1ccccc1)On1nnc2ccc(Cl)cc21. The reactants are O=S(=O)(Cl)Cc1ccccc1, [Na+], [OH-], O, On1nnc2ccc(Cl)cc21. Reaction SMILES: [CH2:12]([c:13]1[cH:14][cH:15][cH:16][cH:17][cH:18]1)[S:19](=[O:20])(=[O:21])[Cl:22].[Na+:24].[OH-:23].[OH2:25].[OH:1][n:2]1[n:3][n:4][c:5]2[c:6]1[cH:7][c:8]([Cl:11])[cH:9][cH:10]2>>[O:1]([n:2]1[n:3][n:4][c:5]2[c:6]1[cH:7][c:8]([Cl:11])[cH:9][cH:10]2)[S:19]([CH2:12][c:13]1[cH:14][cH:15][cH:16][cH:17][cH:18]1)(=[O:20])=[O:21]. Reactants: [K+].FC(C(C(C(S(=O)(=O)[O-])(F)F)(F)F)(F)F)(S(=O)(=O)[O-])F.[K+] (perfluorobutane-1,4-disulfonic acid potassium salt), [Br-].C(C)(C)(C)C1=CC=C(C=C1)[S+](C1=CC=CC=C1)C1=CC=CC=C1.C(C)(C)(C)C1=CC=C(C=C1)[S+](C1=CC=CC=C1)C1=CC=CC=C1.[Br-] (bis(4-t-butylphenyl diphenylsulfonium)bromide). The product is FC(C(C(C(S(=O)(=O)[O-])(F)F)(F)F)(F)F)(S(=O)(=O)[O-])F.C(C)(C)(C)C1=CC=C(C=C1)[S+](C1=CC=CC=C1)C1=CC=CC=C1.C(C)(C)(C)C1=CC=C(C=C1)[S+](C1=CC=CC=C1)C1=CC=CC=C1 (bis(4-t-butylphenyl diphenyl sulfonium) perfluorobutane-1,4-disulfonate). As a reaction SMILES: [K+].[F:2][C:3]([F:21])([S:17]([O-:20])(=[O:19])=[O:18])[C:4]([F:16])([F:15])[C:5]([F:14])([F:13])[C:6]([F:12])([F:11])[S:7]([O-:10])(=[O:9])=[O:8].[K+].[Br-].[C:24]([C:28]1[CH:33]=[CH:32][C:31]([S+:34]([C:41]2[CH:46]=[CH:45][CH:44]=[CH:43][CH:42]=2)[C:35]2[CH:40]=[CH:39][CH:38]=[CH:37][CH:36]=2)=[CH:30][CH:29]=1)([CH3:27])([CH3:26])[CH3:25].[C:47]([C:51]1[CH:56]=[CH:55][C:54]([S+:57]([C:64]2[CH:69]=[CH:68][CH:67]=[CH:66][CH:65]=2)[C:58]2[CH:63]=[CH:62][CH:61]=[CH:60][CH:59]=2)=[CH:53][CH:52]=1)([CH3:50])([CH3:49])[CH3:48].[Br-]>>[F:12][C:6]([F:11])([S:7]([O-:10])(=[O:9])=[O:8])[C:5]([F:14])([F:13])[C:4]([F:15])([F:16])[C:3]([F:2])([F:21])[S:17]([O-:20])(=[O:18])=[O:19].[C:24]([C:28]1[CH:33]=[CH:32][C:31]([S+:34]([C:41]2[CH:46]=[CH:45][CH:44]=[CH:43][CH:42]=2)[C:35]2[CH:36]=[CH:37][CH:38]=[CH:39][CH:40]=2)=[CH:30][CH:29]=1)([CH3:27])([CH3:25])[CH3:26].[C:47]([C:51]1[CH:56]=[CH:55][C:54]([S+:57]([C:64]2[CH:69]=[CH:68][CH:67]=[CH:66][CH:65]=2)[C:58]2[CH:59]=[CH:60][CH:61]=[CH:62][CH:63]=2)=[CH:53][CH:52]=1)([CH3:50])([CH3:48])[CH3:49] |f:0.1.2,3.4.5.6,7.8.9|. Procedure: This material was made following Example 1 except perfluorobutane-1,4-disulfonic acid potassium salt and bis(4-t-butylphenyl diphenylsulfonium)bromide were used.